This data is from the Open Reaction Database (ORD), a public repository of structured organic reaction records. The task is: describe an organic reaction: reactants, conditions, products, and yield Reactants: CI (methyl iodide), C(C)(=O)N1CCN(CC1)CC(C)(C)NC(OCC1=CC=CC=C1)=O (Benzyl 1-(4-acetylpiperazin-1-yl)-2-methylpropan-2-ylcarbamate). Solvent: C(C)O (ethanol). Run at time 7 day. Product: [I-].C(C)(=O)N1CC[N+](CC1)(C)CC(C)(C)NC(=O)OCC1=CC=CC=C1 (4-Acetyl-1-(2-(benzyloxycarbonylamino)-2-methylpropyl)-1-methylpiperazin-1-ium iodide). RXN SMILES: [C:1]([N:4]1[CH2:9][CH2:8][N:7]([CH2:10][C:11]([NH:14][C:15](=[O:24])[O:16][CH2:17][C:18]2[CH:23]=[CH:22][CH:21]=[CH:20][CH:19]=2)([CH3:13])[CH3:12])[CH2:6][CH2:5]1)(=[O:3])[CH3:2].[CH3:25][I:26]>C(O)C>[I-:26].[C:1]([N:4]1[CH2:5][CH2:6][N+:7]([CH2:10][C:11]([NH:14][C:15]([O:16][CH2:17][C:18]2[CH:19]=[CH:20][CH:21]=[CH:22][CH:23]=2)=[O:24])([CH3:13])[CH3:12])([CH3:25])[CH2:8][CH2:9]1)(=[O:3])[CH3:2] |f:3.4|. Procedure details: Benzyl 1-(4-acetylpiperazin-1-yl)-2-methylpropan-2-ylcarbamate (2.62 g, 7.86 mmol) was placed into a 15 mL pressure tube. Absolute ethanol (1.1 mL, 7.1 M) and methyl iodide (2.45 mL, 5 equiv, 39.3 mmol) was added to the pressure tube. A stir bar was added and the pressure tube sealed. The reaction was left to stir at room temperature for 7 days. The dark red solution was concentrated to a red oil which became a foam after drying under high vacuum. The foam was purified via Prep-LC using isocrati... Reactants: CCOC(=O)c1ccccc1, [Li]CCCC, CCCCCC, CC(C)NC(C)C, C1CCOC1, O, Cc1cncc(C)c1. The product is Cc1cncc(CC(=O)c2ccccc2)c1. Reaction SMILES: [C:27]([c:28]1[cH:29][cH:30][cH:31][cH:32][cH:33]1)(=[O:34])[O:35][CH2:36][CH3:37].[CH2:14]([Li:15])[CH2:16][CH2:17][CH3:18].[CH3:8][CH2:9][CH2:10][CH2:11][CH2:12][CH3:13].[CH:1]([NH:2][CH:3]([CH3:4])[CH3:5])([CH3:6])[CH3:7].[O:38]1[CH2:39][CH2:40][CH2:41][CH2:42]1.[OH2:43].[n:19]1[cH:20][c:21]([CH3:26])[cH:22][c:23]([CH3:25])[cH:24]1>>[n:19]1[cH:20][c:21]([CH2:26][C:27]([c:28]2[cH:29][cH:30][cH:31][cH:32][cH:33]2)=[O:34])[cH:22][c:23]([CH3:25])[cH:24]1.